From a dataset of the Open Reaction Database (ORD), a public repository of structured organic reaction records. describe an organic reaction: reactants, conditions, products, and yield Reactants: S(=O)(Cl)Cl (thionyl chloride), CN(C=O)C (dimethylformamide), C(C)(=O)[C@@]1([C@@H](O[C@@H]([C@]1(O)C(C)=O)COC(C)=O)N1C=NC=2C(O)=NC=NC12)O (2′,3′,5′-O-triacetylinosine). Solvent: C(Cl)(Cl)Cl (chloroform). Conditions: time 4 hour. Yields the product ClC1=C2N=CN(C2=NC=N1)[C@H]1[C@H](O)[C@H](O)[C@H](O1)CO (6-chloro-9-β-D-ribofuranosyl-9H-purine). Isolated yield 60.0%. Reaction SMILES: C([C@@:4]1([OH:28])[C@:8](C(=O)C)([OH:9])[C@@H:7]([CH2:13][O:14]C(=O)C)[O:6][C@H:5]1[N:18]1[C:27]2[N:26]=[CH:25][N:24]=[C:22](O)[C:21]=2[N:20]=[CH:19]1)(=O)C.S(Cl)([Cl:31])=O.CN(C)C=O>C(Cl)(Cl)Cl>[Cl:31][C:22]1[N:24]=[CH:25][N:26]=[C:27]2[C:21]=1[N:20]=[CH:19][N:18]2[C@@H:5]1[O:6][C@H:7]([CH2:13][OH:14])[C@@H:8]([OH:9])[C@H:4]1[OH:28]. Procedure: 50 g of 2′,3′,5′-O-triacetylinosine was dissolved in 400 ml of chloroform. 30 ml of thionyl chloride and 7.2 ml of dimethylformamide were added, and the solution was refluxed with heating for 2 to 4 hours. The reaction mixture was poured into ice cold water, and the separated chloroform layer was washed with saturated aqueous solution of sodium hydrogencarbonate and brine. After drying over sodium sulfate anhydride, the solvent was distilled off. The residue was dissolved in 20% ammonia methanol... The reactants are COC1=C(CNC2=NC3=CC=C(C=C3N=C2OC)F)C=CC(=C1)OC (2-(2,4-dimethoxybenzylamino)-6-fluoro-3-methoxyquinoxaline), FC(C(=O)O)(F)F (trifluoroacetic acid). Run in ClCCl (dichloromethane). Reaction conditions: time 24 hour. Yields the product NC1=NC2=CC=C(C=C2N=C1OC)F (2-Amino-6-fluoro-3-methoxyquinoxaline). Isolated yield 83.6%. As a reaction SMILES: COC1C=C(OC)C=CC=1C[NH:6][C:7]1[C:16]([O:17][CH3:18])=[N:15][C:14]2[C:9](=[CH:10][CH:11]=[C:12]([F:19])[CH:13]=2)[N:8]=1.FC(F)(F)C(O)=O>ClCCl>[NH2:6][C:7]1[C:16]([O:17][CH3:18])=[N:15][C:14]2[C:9](=[CH:10][CH:11]=[C:12]([F:19])[CH:13]=2)[N:8]=1. Reported procedure: To 2-(2,4-dimethoxybenzylamino)-6-fluoro-3-methoxyquinoxaline (2.70 g, 7.86 mmol), 60 ml of 50% trifluoroacetic acid in dichloromethane was added at room temperature. The resulting mixture was stirred at room temperature for 24 hours and concentrated under the reduced pressure to remove the solvent. The residue was neutralized with saturated sodium bicarbonate solution and then NaCl solution was added thereto. The product was extracted with dichloromethanee and the organic layer was dried over M...